Dataset: the Open Reaction Database (ORD), a public repository of structured organic reaction records. Task: describe an organic reaction: reactants, conditions, products, and yield Yields the product COc1cc2c(Oc3ccc4[nH]ccc4c3)ncnc2cc1OCC1CCC(=O)N1. The reactants are O=C([O-])[O-], CN(C)C=O, COc1cc2c(Oc3ccc4[nH]ccc4c3)ncnc2cc1O, Cc1ccc(S(=O)(=O)CC2CCC(=O)N2)cc1. As a reaction SMILES: [O-:24][C:25](=[O:26])[O-:27].[O:45]=[CH:46][N:47]([CH3:48])[CH3:49].[OH:1][c:2]1[c:3]([O:22][CH3:23])[cH:4][c:5]2[c:6]([O:12][c:13]3[cH:14][c:15]4[cH:16][cH:17][nH:18][c:19]4[cH:20][cH:21]3)[n:7][cH:8][n:9][c:10]2[cH:11]1.[c:28]1([CH3:29])[cH:30][cH:31][c:32]([S:33](=[O:34])(=[O:35])[CH2:37][CH:38]2[CH2:39][CH2:40][C:41](=[O:43])[NH:42]2)[cH:36][cH:44]1>>[O:1]([c:2]1[c:3]([O:22][CH3:23])[cH:4][c:5]2[c:6]([O:12][c:13]3[cH:14][c:15]4[cH:16][cH:17][nH:18][c:19]4[cH:20][cH:21]3)[n:7][cH:8][n:9][c:10]2[cH:11]1)[CH2:37][CH:38]1[CH2:39][CH2:40][C:41](=[O:43])[NH:42]1.